This data is from the Open Reaction Database (ORD), a public repository of structured organic reaction records. The task is: describe an organic reaction: reactants, conditions, products, and yield The reactants are CCc1nc2c(C)cc(C)nc2[nH]1, C1CCOC1, CC(C)(C)OC(=O)N=NC(=O)OC(C)(C)C, CC(O)c1ccc2c(c1)CCc1ccccc1C2=CC#N, c1ccc(P(c2ccccc2)c2ccccc2)cc1. The product is CCc1nc2c(C)cc(C)nc2n1C(C)c1ccc2c(c1)CCc1ccccc1C2=CC#N. RXN SMILES: [CH2:22]([CH3:23])[c:24]1[n:25][c:26]2[c:27]([n:28][c:29]([CH3:33])[cH:30][c:31]2[CH3:32])[nH:34]1.[CH2:70]1[O:71][CH2:72][CH2:73][CH2:74]1.[N:54]([C:55]([O:56][C:57]([CH3:58])([CH3:59])[CH3:60])=[O:61])=[N:62][C:63]([O:64][C:65]([CH3:66])([CH3:67])[CH3:68])=[O:69].[OH:1][CH:2]([CH3:3])[c:4]1[cH:5][c:6]2[c:7]([cH:20][cH:21]1)[C:8](=[CH:17][C:18]#[N:19])[c:9]1[c:10]([cH:13][cH:14][cH:15][cH:16]1)[CH2:11][CH2:12]2.[c:35]1([P:36]([c:37]2[cH:38][cH:39][cH:40][cH:41][cH:42]2)[c:43]2[cH:44][cH:45][cH:46][cH:47][cH:48]2)[cH:49][cH:50][cH:51][cH:52][cH:53]1>>[CH:2]([CH3:3])([c:4]1[cH:5][c:6]2[c:7]([cH:20][cH:21]1)[C:8](=[CH:17][C:18]#[N:19])[c:9]1[c:10]([cH:13][cH:14][cH:15][cH:16]1)[CH2:11][CH2:12]2)[n:34]1[c:24]([CH2:22][CH3:23])[n:25][c:26]2[c:27]1[n:28][c:29]([CH3:33])[cH:30][c:31]2[CH3:32].